This data is from the Open Reaction Database (ORD), a public repository of structured organic reaction records. The task is: describe an organic reaction: reactants, conditions, products, and yield Starting materials: [BH4-], [Ce+3], [Cl-], [Cl-], [Cl-], [Na+], Cc1ccc(-c2cc(C(=O)C=Cc3ccc(C(=O)O)cc3)cc3c2C(C)(C)CCC3(C)C)cc1, O, O, O, O, O, O, O. The product is Cc1ccc(-c2cc(C(O)C=Cc3ccc(C(=O)O)cc3)cc3c2C(C)(C)CCC3(C)C)cc1. RXN SMILES: [BH4-:46].[Ce+3:43].[Cl-:42].[Cl-:44].[Cl-:45].[Na+:47].[O:1]=[C:2]([CH:3]=[CH:4][c:5]1[cH:6][cH:7][c:8]([C:9](=[O:10])[OH:11])[cH:12][cH:13]1)[c:14]1[cH:15][c:16]2[c:21]([c:22](-[c:24]3[cH:25][cH:26][c:27]([CH3:30])[cH:28][cH:29]3)[cH:23]1)[C:20]([CH3:31])([CH3:32])[CH2:19][CH2:18][C:17]2([CH3:33])[CH3:34].[OH2:35].[OH2:36].[OH2:37].[OH2:38].[OH2:39].[OH2:40].[OH2:41]>>[OH:1][CH:2]([CH:3]=[CH:4][c:5]1[cH:6][cH:7][c:8]([C:9](=[O:10])[OH:11])[cH:12][cH:13]1)[c:14]1[cH:15][c:16]2[c:21]([c:22](-[c:24]3[cH:25][cH:26][c:27]([CH3:30])[cH:28][cH:29]3)[cH:23]1)[C:20]([CH3:31])([CH3:32])[CH2:19][CH2:18][C:17]2([CH3:33])[CH3:34].